This data is from the Open Reaction Database (ORD), a public repository of structured organic reaction records. The task is: describe an organic reaction: reactants, conditions, products, and yield Starting materials: ClC=1N=CC(=NC1)C(=O)NC(C)C (5-chloro-N-isopropylpyrazine-2-carboxamide), Cl.CC1(OB(OC1(C)C)C=1C=NN(C1)C1(CNC1)CC#N)C ({3-[4-(4,4,5,5-tetramethyl-1,3,2-dioxaborolan-2-yl)-1H-pyrazol-1-yl]azetidin-3-yl}acetonitrile HCl salt), C(C)(C)N(C(C)C)CC (N,N-diisopropylethylamine). Run in O1CCOCC1 (1,4-dioxane). Conditions: temperature 100 celsius. Product: C(#N)CC1(CN(C1)C=1N=CC(=NC1)C(=O)NC(C)C)N1N=CC(=C1)B1OC(C(O1)(C)C)(C)C (5-{3-(Cyanomethyl)-3-[4-(4,4,5,5-tetramethyl-1,3,2-dioxaborolan-2-yl)-1H-pyrazol-1-yl]azetidin-1-yl}-N-isopropylpyrazine-2-carboxamide). Isolated yield 57.6%. As a reaction SMILES: Cl[C:2]1[N:3]=[CH:4][C:5]([C:8]([NH:10][CH:11]([CH3:13])[CH3:12])=[O:9])=[N:6][CH:7]=1.Cl.[CH3:15][C:16]1([CH3:35])[C:20]([CH3:22])([CH3:21])[O:19][B:18]([C:23]2[CH:24]=[N:25][N:26]([C:28]3([CH2:32][C:33]#[N:34])[CH2:31][NH:30][CH2:29]3)[CH:27]=2)[O:17]1.C(N(CC)C(C)C)(C)C>O1CCOCC1>[C:33]([CH2:32][C:28]1([N:26]2[CH:27]=[C:23]([B:18]3[O:19][C:20]([CH3:22])([CH3:21])[C:16]([CH3:35])([CH3:15])[O:17]3)[CH:24]=[N:25]2)[CH2:31][N:30]([C:2]2[N:3]=[CH:4][C:5]([C:8]([NH:10][CH:11]([CH3:13])[CH3:12])=[O:9])=[N:6][CH:7]=2)[CH2:29]1)#[N:34] |f:1.2|. Reported procedure: A mixture of 5-chloro-N-isopropylpyrazine-2-carboxamide (200 mg, 1.00 mmol), {3-[4-(4,4,5,5-tetramethyl-1,3,2-dioxaborolan-2-yl)-1H-pyrazol-1-yl]azetidin-3-yl}acetonitrile HCl salt (325 mg, 1.00 mmol, from Example 1, step 3) and N,N-diisopropylethylamine (401 μL, 2.30 mmol) in 1,4-dioxane (5.0 mL) was heated at 100° C. for 2 h. After cooling, the mixture was concentrated under reduced pressure. The residue was purified by flash chromatography on a silica gel column eluting with ethyl acetate in ... The reactants are C[Si](C)(C)[N-][Si](C)(C)C, [Cl-], [Li+], [NH4+], C1CCOC1, CC1OC(=O)C2C3OC(C4CCCCC43)C12, C1CCOC1. Product: CC1OC(=O)C2=CC3CCCCC3C(O)C21. Reaction SMILES: [CH3:22][Si:23]([N-:24][Si:25]([CH3:26])([CH3:27])[CH3:28])([CH3:29])[CH3:30].[Cl-:32].[Li+:31].[NH4+:33].[O:17]1[CH2:18][CH2:19][CH2:20][CH2:21]1.[O:1]1[CH:2]2[CH:3]3[CH2:4][CH2:5][CH2:6][CH2:7][CH:8]3[CH:9]1[CH:10]1[C:11](=[O:16])[O:12][CH:13]([CH3:15])[CH:14]21.[O:34]1[CH2:35][CH2:36][CH2:37][CH2:38]1>>[OH:1][CH:2]1[CH:3]2[CH2:4][CH2:5][CH2:6][CH2:7][CH:8]2[CH:9]=[C:10]2[C:11](=[O:16])[O:12][CH:13]([CH3:15])[CH:14]12.